Dataset: the Open Reaction Database (ORD), a public repository of structured organic reaction records. Task: describe an organic reaction: reactants, conditions, products, and yield The reactants are C(C)OC(=O)CN[C@@H]([C@H](CCC1=CC=CC=C1)C1=CC=C(C=C1)OC1=CC=CC=C1)C (N-(ethoxycarbonylmethyl)-{(1R,2R)-2-(4-phenoxyphenyl)-1-methyl-4-phenylbutyl}amine), O(C1=CC=CC=C1)C1=CC=C(C=C1)C(C(C)O)CCC1=CC=CC=C1 ((2RS,3SR)-3-(4-phenoxyphenyl)-5-phenylpentan-2-ol), C(C1=CC=CC=C1)OC=1C=C(C=CC1OC1=CC=CC=C1)C(C(C)O)CCC1=CC=CC=C1 ((2RS,3SR)-3-(3-benzyloxy-4-phenoxyphenyl)-5-phenylpentan-2-ol). The product is C(C)OC(=O)CNC(C(CCC1=CC=CC=C1)C1=CC(=C(C=C1)OC1=CC=CC=C1)OCC1=CC=CC=C1)C (N-(ethoxycarbonylmethyl)-{(1RS,2RS)-2-(3-benzyloxy-4-phenoxyphenyl)-1-methyl-4-phenylbutyl}amine). As a reaction SMILES: [CH2:1]([O:3][C:4]([CH2:6][NH:7][C@H:8]([CH3:31])[C@@H:9]([C:18]1[CH:23]=[CH:22][C:21]([O:24][C:25]2[CH:30]=[CH:29][CH:28]=[CH:27][CH:26]=2)=[CH:20][CH:19]=1)[CH2:10][CH2:11][C:12]1[CH:17]=[CH:16][CH:15]=[CH:14][CH:13]=1)=[O:5])[CH3:2].O(C1C=CC(C(CCC2C=CC=CC=2)C(O)C)=CC=1)C1C=CC=CC=1.[CH2:57]([O:64]C1C=C(C(CCC2C=CC=CC=2)C(O)C)C=CC=1OC1C=CC=CC=1)[C:58]1[CH:63]=[CH:62][CH:61]=[CH:60][CH:59]=1>>[CH2:1]([O:3][C:4]([CH2:6][NH:7][CH:8]([CH3:31])[CH:9]([C:18]1[CH:19]=[CH:20][C:21]([O:24][C:25]2[CH:26]=[CH:27][CH:28]=[CH:29][CH:30]=2)=[C:22]([O:64][CH2:57][C:58]2[CH:63]=[CH:62][CH:61]=[CH:60][CH:59]=2)[CH:23]=1)[CH2:10][CH2:11][C:12]1[CH:17]=[CH:16][CH:15]=[CH:14][CH:13]=1)=[O:5])[CH3:2]. Procedure: The above identified compound was obtained by carrying out the same reaction as in Example 49(5) and (6) except that instead of (2RS,3SR)-3-(4-phenoxyphenyl)-5-phenylpentan-2-ol used as the starting material in Example 49(2), (2RS,3SR)-3-(3-benzyloxy-4-phenoxyphenyl)-5-phenylpentan-2-ol was used. Reactants: C(C)(C)(C)OC(N[C@@H]1C[C@@H](CCC1)C#N)=O (cis-(3-cyano-cyclohexyl)-carbamic acid tert-butyl ester), FC(C(=O)O)(F)F (Trifluoroacetic acid). Run in ClCCl (dichloromethane). Run at time 1.5 hour. Yields the product FC(C(=O)O)(F)F.N[C@H]1C[C@H](CCC1)C#N (cis-3-aminocyclohexanecarbonitrile trifluoroacetate). Isolated yield 142.6%. RXN SMILES: C(OC(=O)[NH:7][C@H:8]1[CH2:13][CH2:12][CH2:11][C@@H:10]([C:14]#[N:15])[CH2:9]1)(C)(C)C.[F:17][C:18]([F:23])([F:22])[C:19]([OH:21])=[O:20]>ClCCl>[F:17][C:18]([F:23])([F:22])[C:19]([OH:21])=[O:20].[NH2:7][C@@H:8]1[CH2:13][CH2:12][CH2:11][C@H:10]([C:14]#[N:15])[CH2:9]1 |f:3.4|. Reported procedure: In a 25 mL round-bottomed flask, cis-(3-cyano-cyclohexyl)-carbamic acid tert-butyl ester (212 mg, 0.945 mmol) was combined with dichloromethane (3 ml) to give a colorless solution. Trifluoroacetic acid (0.9 mL, 11.7 mmol) was added to give a yellow solution which was stirred at room temperature for 1.5 h. The reaction mixture was then concentrated under reduced pressure. The residue was azeotroped with toluene to afford 321 mg of cis-3-aminocyclohexanecarbonitrile trifluoroacetate as a crude sol...